Dataset: the Open Reaction Database (ORD), a public repository of structured organic reaction records. Task: describe an organic reaction: reactants, conditions, products, and yield The reactants are C(C1=CC=CC=C1)N (BnNH2), TEA, N12CCCCCC2=NCCC1 (1,8-Diazabicyclo[5.4.0]undec-7-ene), OCC1=CC(=C(S1)C(=O)OC)C1=CC=CC=C1 (methyl 5-(hydroxymethyl)-3-phenylthiophene-2-carboxylate), C(=O)(N1C=NC=C1)N1C=NC=C1 (1,1′-carbonyldiimidazole). The solvent is C(C)(=O)OCC (ethyl acetate), C1CCOC1 (THF). Conditions: time 90 minute. Product: C(C1=CC=CC=C1)NC(=O)OCC1=CC(=C(S1)C(=O)OC)C1=CC=CC=C1 (methyl 5-((benzylcarbamoyloxy)methyl)-3-phenylthiophene-2-carboxylate). Yield: 81.8%. Reaction SMILES: [OH:1][CH2:2][C:3]1[S:7][C:6]([C:8]([O:10][CH3:11])=[O:9])=[C:5]([C:12]2[CH:17]=[CH:16][CH:15]=[CH:14][CH:13]=2)[CH:4]=1.[C:18]([N:25]1[CH:29]=[CH:28]N=C1)(N1C=CN=C1)=[O:19].C(N)[C:31]1[CH:36]=[CH:35]C=[CH:33][CH:32]=1.N12CCCN=C1CCCCC2>C1COCC1.C(OCC)(=O)C>[CH2:29]([NH:25][C:18]([O:1][CH2:2][C:3]1[S:7][C:6]([C:8]([O:10][CH3:11])=[O:9])=[C:5]([C:12]2[CH:17]=[CH:16][CH:15]=[CH:14][CH:13]=2)[CH:4]=1)=[O:19])[C:28]1[CH:35]=[CH:36][CH:31]=[CH:32][CH:33]=1. Procedure details: To a solution of 169 (0.900 g, 3.62 mmol) in THF was added 1,1′-carbonyldiimidazole (0.588 g, 3.62 mmol) and stirred at room temperature for 90 min. Then BnNH2 (0.396 mL, 3.62 mmol), TEA (0.505 mL, 3.62 mmol) and 1,8-Diazabicyclo[5.4.0]undec-7-ene (0.546 mL, 3.62 mmol) were added and stirred at room temperature for an additional 2 hours. The reaction mixture was diluted with ethyl acetate, washed with water, brine, dried over sodium sulfate, filtered and concentrated under vacuum. The residue wa... The reactants are CC(C)([O-])C.[K+] (potassium tert-butoxide), CN1C2=CC=CC=C2S(C=2C=C(C=CC12)C=O)(=O)=O (10-methyl-5,5-dioxophenothiazine-3-carbaldehyde), C(C)OP(OCC)(=O)CC1=CC=C(C=C1)C1=CC=C(C=C1)CP(=O)(OCC)OCC (diethyl[4′-(diethoxyphosphorylmethyl)biphenyl-4-ylmethyl]phosphonate). Run in CN1C(CCC1)=O (N-methylpyrrolidone), CS(=O)C (dimethyl sulfoxide). Run at time 4 hour. The product is CN1C2=CC=CC=C2S(C=2C=C(C=CC12)C=CC1=CC=C(C=C1)C1=CC=C(C=C1)C=CC=1C=CC=2N(C3=CC=CC=C3S(C2C1)(=O)=O)C)(=O)=O (10-Methyl-3-(2-{4′-[2-(10-methyl-5,5-dioxophenothiazin-3-yl)-vinyl]biphenyl-4-yl}vinyl)phenothiazine 5,5-dioxide). RXN SMILES: [CH3:1][C:2]([CH3:5])([O-])[CH3:3].[K+].[CH3:7][N:8]1[C:21]2[CH:20]=[CH:19][C:18]([CH:22]=O)=[CH:17][C:16]=2[S:15](=[O:25])(=[O:24])[C:14]2[C:9]1=[CH:10][CH:11]=[CH:12][CH:13]=2.C(OP([CH2:34][C:35]1[CH:40]=[CH:39][C:38]([C:41]2[CH:46]=[CH:45][C:44]([CH2:47]P(OCC)(OCC)=O)=[CH:43][CH:42]=2)=[CH:37][CH:36]=1)(=O)OCC)C>CS(C)=O.CN1CCCC1=O>[CH3:7][N:8]1[C:21]2[CH:20]=[CH:3][C:2]([CH:5]=[CH:47][C:44]3[CH:43]=[CH:42][C:41]([C:38]4[CH:37]=[CH:36][C:35]([CH:34]=[CH:22][C:18]5[CH:19]=[CH:20][C:21]6[N:8]([CH3:7])[C:9]7[C:14]([S:15](=[O:25])(=[O:24])[C:16]=6[CH:17]=5)=[CH:13][CH:12]=[CH:11][CH:10]=7)=[CH:40][CH:39]=4)=[CH:46][CH:45]=3)=[CH:1][C:16]=2[S:15](=[O:25])(=[O:24])[C:14]2[C:9]1=[CH:10][CH:11]=[CH:12][CH:13]=2 |f:0.1|. Reported procedure: 1.02 g (9.05 mmol) of potassium tert-butoxide and then 2.20 g (8.05 mmol) of 10-methyl-5,5-dioxophenothiazine-3-carbaldehyde (Example 21) were added under nitrogen at room temperature with stirring to a solution of 1.82 g (4.00 mmol) of diethyl[4′-(diethoxyphosphorylmethyl)biphenyl-4-ylmethyl]phosphonate in 41 ml of dimethyl sulfoxide dried over molecular sieve. After stirring at room temperature for four hours, the reaction solution was diluted with 90 ml of methanol and stirred for a further 1... The reactants are O (water), C(C1=CC=CC=C1)OC(NC1(CCCC1)CO)=O ((1-hydroxymethyl-cyclopentyl)-carbamic acid benzyl ester), [H+].[B-](F)(F)(F)F (HBF4), [Si](C)(C)(C)C=[N+]=[N-] (TMSCHN2). The solvent is C(Cl)Cl (CH2Cl2). Conditions: temperature 0 celsius, time 0.5 hour. Product: C(C1=CC=CC=C1)OC(NC1(CCCC1)COC)=O ((1-methoxymethyl-cyclopentyl)-carbamic acid benzyl ester). Reaction SMILES: [CH2:1]([O:8][C:9](=[O:18])[NH:10][C:11]1([CH2:16][OH:17])[CH2:15][CH2:14][CH2:13][CH2:12]1)[C:2]1[CH:7]=[CH:6][CH:5]=[CH:4][CH:3]=1.[H+].[B-](F)(F)(F)F.[Si](C=[N+]=[N-])(C)(C)[CH3:26].O>C(Cl)Cl>[CH2:1]([O:8][C:9](=[O:18])[NH:10][C:11]1([CH2:16][O:17][CH3:26])[CH2:15][CH2:14][CH2:13][CH2:12]1)[C:2]1[CH:3]=[CH:4][CH:5]=[CH:6][CH:7]=1 |f:1.2|. Procedure details: To a cold solution (0° C.) of (1-hydroxymethyl-cyclopentyl)-carbamic acid benzyl ester (250 mg, 1 mmol) and 48% aqueous HBF4 (0.13 ml, 1 mmol) in CH2Cl2 (4 mL) was added TMSCHN2 (2N in hexane, 2 mL, 4 mmol) via syringe. The resulting mixture was stirred, at 0° C., for ½ hour followed by the addition of water (10 mL). The aqueous mixture was extracted with CH2Cl2 (2×50 mL), and the combined organic layers were dried (sodium sulfate), filtered, concentrated and chromatographed with 30% ethyl aceta... Reactants: FC1=C(C=CC(=C1)Br)I (2-fluoro-4-bromoiodobenzene), FC1=CC=CC=C1 (fluorobenzene). The reagents and catalysts are Cl[Pd]Cl (PdCl2), [Pd] (Pd on carbon). The solvent is C(=O)([O-])[O-].[Na+].[Na+] (Na2CO3). The product is FC1=C(C=CC=C1)C=1C(=CC=CC1)C1=CC=CC=C1 (fluoroterphenyl). Yield: 12.0%. RXN SMILES: [F:1][C:2]1[CH:7]=[C:6](Br)[CH:5]=[CH:4][C:3]=1I.F[C:11]1[CH:16]=[CH:15][CH:14]=[CH:13][CH:12]=1>Cl[Pd]Cl.[Pd].C([O-])([O-])=O.[Na+].[Na+]>[F:1][C:2]1[CH:7]=[CH:6][CH:5]=[CH:4][C:3]=1[C:12]1[C:11]([C:2]2[CH:7]=[CH:6][CH:5]=[CH:4][CH:3]=2)=[CH:16][CH:15]=[CH:14][CH:13]=1 |f:4.5.6|. Reported procedure: 3 g of 2-fluoro-4-bromoiodobenzene, about 0.4 g of PdCl2 and 0.2 g or 5% Pd on carbon, 20 ml of fluorobenzene, and 10 ml of 2M Na2CO3, were added to a 3-neck round bottom flask equipped with a slow nitrogen purge. The mixture was vigorously stirred and 1.21 g of phenylboronic acid in about 5 g of concentrated ethanol was added. The solution was then refluxed at 70°-72° C. The resulting solution was then analyzed by gas chromatography (corrected for sensitivity factors) and it was determined that... Starting materials: NC1=C(C=CC=C1)C1CCNC=2N1N=C(C2C(=O)N)C2=CC=C(C=C2)OCC2=CC=CC=C2 (7-(2-aminophenyl)-2-(4-(benzyloxy)phenyl)-4,5,6,7-tetrahydropyrazolo[1,5-a]pyrimidine-3-carboxamide), C(C=C)(=O)Cl (acryloyl chloride), compound 8. The product is C(C=C)(=O)NC1=C(C=CC=C1)C1CCNC=2N1N=C(C2C(=O)N)C2=CC=C(C=C2)OCC2=CC=CC=C2 (7-(2-Acrylamidophenyl)-2-(4-(benzyloxy)phenyl)-4,5,6,7-tetrahydro pyrazolo[1,5-a]pyrimidine-3-carboxamide). RXN SMILES: [NH2:1][C:2]1[CH:7]=[CH:6][CH:5]=[CH:4][C:3]=1[CH:8]1[N:13]2[N:14]=[C:15]([C:20]3[CH:25]=[CH:24][C:23]([O:26][CH2:27][C:28]4[CH:33]=[CH:32][CH:31]=[CH:30][CH:29]=4)=[CH:22][CH:21]=3)[C:16]([C:17]([NH2:19])=[O:18])=[C:12]2[NH:11][CH2:10][CH2:9]1.[C:34](Cl)(=[O:37])[CH:35]=[CH2:36]>>[C:34]([NH:1][C:2]1[CH:7]=[CH:6][CH:5]=[CH:4][C:3]=1[CH:8]1[N:13]2[N:14]=[C:15]([C:20]3[CH:25]=[CH:24][C:23]([O:26][CH2:27][C:28]4[CH:33]=[CH:32][CH:31]=[CH:30][CH:29]=4)=[CH:22][CH:21]=3)[C:16]([C:17]([NH2:19])=[O:18])=[C:12]2[NH:11][CH2:10][CH2:9]1)(=[O:37])[CH:35]=[CH2:36]. Reported procedure: The desired product was prepared from 7-(2-aminophenyl)-2-(4-(benzyloxy)phenyl)-4,5,6,7-tetrahydropyrazolo[1,5-a]pyrimidine-3-carboxamide and acryloyl chloride using the procedure similar to that for compound 8. 1H NMR (400 MHz, DMSO-d6) δ 9.84 (s, 1H), 7.46-7.37 (m, 7H), 7.33-7.28 (m, 2H), 7.21 (t, J=7.6 Hz, 1H), 7.06 (d, J=8.8 Hz, 2H), 6.81 (br s, 1H), 6.64 (d, J=7.6 Hz, 1H), 6.53 (dd, J=10.3, 16.8 Hz, 1H), 6.27 (d, J=1.8, 16.8 Hz, 1H), 5.59-5.57 (m, 2H), 5.12 (s, 2H), 3.30-3.26 (m, 1H), 3.04-... The reactants are Cc1cc(C(F)(C(F)(F)F)C(F)(F)F)cc(C)c1NC(=O)c1cc(F)c(F)c([N+](=O)[O-])c1F, CN(C)C=O, N#C[Na]. Yields the product Cc1cc(C(F)(C(F)(F)F)C(F)(F)F)cc(C)c1NC(=O)c1cc(F)c(C#N)c([N+](=O)[O-])c1F. Reaction SMILES: [CH3:1][c:2]1[c:3]([NH:19][C:20]([c:21]2[c:22]([F:32])[c:23]([N+:29](=[O:30])[O-:31])[c:24]([F:28])[c:25]([F:27])[cH:26]2)=[O:33])[c:4]([CH3:18])[cH:5][c:6]([C:8]([C:9]([F:10])([F:11])[F:12])([C:13]([F:14])([F:15])[F:16])[F:17])[cH:7]1.[CH3:37][N:38]([CH3:39])[CH:40]=[O:41].[Na:34][C:35]#[N:36]>>[CH3:1][c:2]1[c:3]([NH:19][C:20]([c:21]2[c:22]([F:32])[c:23]([N+:29](=[O:30])[O-:31])[c:24]([C:35]#[N:36])[c:25]([F:27])[cH:26]2)=[O:33])[c:4]([CH3:18])[cH:5][c:6]([C:8]([C:9]([F:10])([F:11])[F:12])([C:13]([F:14])([F:15])[F:16])[F:17])[cH:7]1. Starting materials: C(CCCC)=O (Pentanaldehyde), COC(=O)C=1C=C(C2=C(S(CC3=C(O2)C(=CC(=C3)N3CCNCC3)Cl)(=O)=O)C1)C (4-Chloro-6-methyl-10,10-dioxo-2-piperazin-1-yl-10,11-dihydro-5-oxa-10lambda*6*-thia-dibenzo[a,d]cycloheptene-8-carboxylic acid methyl ester), C(#N)[BH3-].[Na+] (Sodium cyanoborohydride). The reagents and catalysts are CC([O-])C.[Ti+4].CC([O-])C.CC([O-])C.CC([O-])C (Titanium isopropoxide). Run in CO (methanol). Conditions: temperature 10 celsius. Yields the product COC(=O)C=1C=C(C2=C(S(CC3=C(O2)C(=CC(=C3)N3CCN(CC3)CCCCC)Cl)(=O)=O)C1)C (4-Chloro-6-methyl-10,10-dioxo-2-(4-pentyl-piperazin-1-yl)-10,11-dihydro-5-oxa-10lambda*6*-thia-dibenzo[a,d]cycloheptene-8-carboxylic acid methyl ester). As a reaction SMILES: [CH:1](=O)[CH2:2][CH2:3][CH2:4][CH3:5].[CH3:7][O:8][C:9]([C:11]1[CH:12]=[C:13]([CH3:35])[C:14]2[O:20][C:19]3[C:21]([Cl:31])=[CH:22][C:23]([N:25]4[CH2:30][CH2:29][NH:28][CH2:27][CH2:26]4)=[CH:24][C:18]=3[CH2:17][S:16](=[O:33])(=[O:32])[C:15]=2[CH:34]=1)=[O:10].C([BH3-])#N.[Na+]>CO.CC(C)[O-].[Ti+4].CC(C)[O-].CC(C)[O-].CC(C)[O-]>[CH3:7][O:8][C:9]([C:11]1[CH:12]=[C:13]([CH3:35])[C:14]2[O:20][C:19]3[C:21]([Cl:31])=[CH:22][C:23]([N:25]4[CH2:26][CH2:27][N:28]([CH2:1][CH2:2][CH2:3][CH2:4][CH3:5])[CH2:29][CH2:30]4)=[CH:24][C:18]=3[CH2:17][S:16](=[O:32])(=[O:33])[C:15]=2[CH:34]=1)=[O:10] |f:2.3,5.6.7.8.9|. Reported procedure: Pentanaldehyde (0.042 gm, 0.5 mmol) was added with stirring to a solution of Example 104k (0.180 g, 0.4 mmol) in dry methanol (10 mL). Titanium isopropoxide (0.117 g, 0.4 mmol) was added and the reaction mixture was cooled to 10° C. Sodium cyanoborohydride (51 mg, 0.8 mmol) was added and the reaction mixture was heated at 60° C. overnight. It was concentrated, treated with water and extracted with n-butanol. The organic layer was washed with water, brine, concentrated and purified using flash ch... The reactants are COC1=CC2=C(CC(N(C=C2)CCCCl)=O)C=C1OC (7,8-dimethoxy-3-[3-chloropropyl]-1,3-dihydro-2H-3-benzazepin-2-one), ( 5 ), [I-].[Na+] (sodium iodide). The solvent is CC(=O)C (acetone). The product is COC1=CC2=C(CC(N(C=C2)CCCI)=O)C=C1OC (7,8-dimethoxy-3-[3-iodopropyl]-1,3-dihydro-2H-3-benzazepin-2-one). Yield: 96.8%. Reaction SMILES: [CH3:1][O:2][C:3]1[C:18]([O:19][CH3:20])=[CH:17][C:6]2[CH2:7][C:8](=[O:16])[N:9]([CH2:12][CH2:13][CH2:14]Cl)[CH:10]=[CH:11][C:5]=2[CH:4]=1.[I-:21].[Na+]>CC(C)=O>[CH3:1][O:2][C:3]1[C:18]([O:19][CH3:20])=[CH:17][C:6]2[CH2:7][C:8](=[O:16])[N:9]([CH2:12][CH2:13][CH2:14][I:21])[CH:10]=[CH:11][C:5]=2[CH:4]=1 |f:1.2|. Reported procedure: A suspension of 12 g of 7,8-dimethoxy-3-[3-chloropropyl]-1,3-dihydro-2H-3-benzazepin-2-one obtained in accordance with the method described in the literature (Reiffer M. et al., J. Med. Chem. 1990; vol 33 (5): 1496-1504) and 6.2 g of sodium iodide in 50 cm3 of acetone are refluxed for 24 hours. After filtration and evaporation to dryness of the solvent, the residue is taken up in water and extracted with dichloromethane. The extract is separated off, dried over anhydrous magnesium sulphate and t...